Dataset: the Open Reaction Database (ORD), a public repository of structured organic reaction records. Task: describe an organic reaction: reactants, conditions, products, and yield The reactants are N#Cc1ccc(OC(=O)Cl)cc1, CN1CCC(O)N(c2nnc(C(F)(F)F)s2)C1=O, c1ccncc1. Product: CN1CCC(OC(=O)Oc2ccc(C#N)cc2)N(c2nnc(C(F)(F)F)s2)C1=O. As a reaction SMILES: [Cl:19][C:20](=[O:21])[O:22][c:23]1[cH:24][cH:25][c:26]([C:29]#[N:30])[cH:27][cH:28]1.[F:1][C:2]([c:3]1[n:4][n:5][c:6]([N:8]2[C:9](=[O:16])[N:10]([CH3:15])[CH2:11][CH2:12][CH:13]2[OH:14])[s:7]1)([F:17])[F:18].[cH:31]1[cH:32][cH:33][n:34][cH:35][cH:36]1>>[F:1][C:2]([c:3]1[n:4][n:5][c:6]([N:8]2[C:9](=[O:16])[N:10]([CH3:15])[CH2:11][CH2:12][CH:13]2[O:14][C:20](=[O:21])[O:22][c:23]2[cH:24][cH:25][c:26]([C:29]#[N:30])[cH:27][cH:28]2)[s:7]1)([F:17])[F:18]. Starting materials: S(=O)(=O)(O)O.NC(NCCCCN)=N (agmatine sulfate), S(=O)(=O)(O)O.NC(NCCCCN)=N (Agmatine sulfate), [OH-].[Na+] (NaOH), CC(=O)C (Acetone), O (H2O), C(C(=C)C)(=O)OCCN=C=O (2-isocyanatoethyl methacrylate). Run at temperature 10 celsius, time 45 minute. The product is S(=O)(=O)([O-])[O-].[Na+].C(C(=C)C)(=O)OCCNC(=O)NCCCCNC(=[NH2+])N (4-(2-(methacryloyloxy)ethylaminocarbonylamino)butyl guanidinium sodium sulfate). As a reaction SMILES: [S:1]([OH:5])([OH:4])(=[O:3])=[O:2].[NH2:6][C:7](=[NH:14])[NH:8][CH2:9][CH2:10][CH2:11][CH2:12][NH2:13].CC(C)=O.O.[C:20]([O:25][CH2:26][CH2:27][N:28]=[C:29]=[O:30])(=[O:24])[C:21]([CH3:23])=[CH2:22].[OH-].[Na+:32]>>[S:1]([O-:5])([O-:4])(=[O:3])=[O:2].[Na+:32].[C:20]([O:25][CH2:26][CH2:27][NH:28][C:29]([NH:13][CH2:12][CH2:11][CH2:10][CH2:9][NH:8][C:7]([NH2:6])=[NH2+:14])=[O:30])(=[O:24])[C:21]([CH3:23])=[CH2:22] |f:0.1,5.6,7.8.9|. Procedure details: Agmatine sulfate (100 g, 397 mmol) was dissolved in 400 mL of aqueous 1.00 N NaOH. Acetone (200 mL) was then added and the stirred mixture was cooled to about 10° C. in a cold water bath. An additional 80 mL of H2O was added to keep the agmatine sulfate in solution. 2-isocyanatoethyl methacrylate (58.0 mL, 411 mmol) was then added to the reaction mixture, via an addition funnel, over a period of 30 min. After stirring an additional 45 min, the reaction mixture was placed on a rotary evaporator a... The reactants are CO, CCCC=CCC#CCOC1CCCCO1, O=C(O)C(=O)O. The product is CCCC=CCC#CCO. Reaction SMILES: [CH3:23][OH:24].[O:1]1[CH2:2][CH2:3][CH2:4][CH2:5][CH:6]1[O:7][CH2:8][C:9]#[C:10][CH2:11][CH:12]=[CH:13][CH2:14][CH2:15][CH3:16].[OH:17][C:18]([C:19](=[O:20])[OH:21])=[O:22]>>[OH:7][CH2:8][C:9]#[C:10][CH2:11][CH:12]=[CH:13][CH2:14][CH2:15][CH3:16].